From a dataset of the Open Reaction Database (ORD), a public repository of structured organic reaction records. describe an organic reaction: reactants, conditions, products, and yield Reactants: C(C)(C)(C)OC(CC(CC(CCC1=CC=C(C=C1)F)O)=O)=O (7-(4-Fluoro-phenyl)-5-hydroxy-3-oxo-heptanoic acid tert-butyl ester), C(=O)(C(F)(F)F)O (TFA). The solvent is C(Cl)Cl (DCM). Reaction conditions: time 16 hour. The product is FC1=CC=C(C=C1)CCC1CC(CC(O1)=O)=O (6-[2-(4-Fluoro-phenyl)-ethyl]-dihydro-pyran-2,4-dione). Isolated yield 65.8%. RXN SMILES: C([O:5][C:6](=[O:22])[CH2:7][C:8](=[O:21])[CH2:9][CH:10](O)[CH2:11][CH2:12][C:13]1[CH:18]=[CH:17][C:16]([F:19])=[CH:15][CH:14]=1)(C)(C)C.C(O)(C(F)(F)F)=O>C(Cl)Cl>[F:19][C:16]1[CH:15]=[CH:14][C:13]([CH2:12][CH2:11][CH:10]2[O:22][C:6](=[O:5])[CH2:7][C:8](=[O:21])[CH2:9]2)=[CH:18][CH:17]=1. Reported procedure: To a stirred solution of 7-(4-Fluoro-phenyl)-5-hydroxy-3-oxo-heptanoic acid tert-butyl ester (0.64 g, 2.06 mmol) in dry DCM was added TFA (0.24 g, 2.1 mmol) at 0° C. The resultant clear solution was stirred at rt for 16h. Removal of the volatile components under reduced pressure afforded the product 6-[2-(4-Fluoro-phenyl)-ethyl]-dihydro-pyran-2,4-dione as a white solid (0.32g, 66%). 1H NMR (300 MHz, CDCl3) δ1.8-2.2 (m, 2H), 2.25-2.55 (m, 2H), 2.65-2.95 (m, 2H), 3.55 (dd, ˜1H, J=10), 4.25-4.40(m,... Reactants: C(C1=CC=CC=C1)N(O)CC1=CC=CC=C1 (N,N-dibenzylhydroxylamine), C1(=CC=CC=C1)N1C(C=CC1=O)=O (N-phenylmaleimide). Solvent: O1CCCC1 (tetrahydrofuran). Product: C1(=CC=CC=C1)N1C(C(CC1=O)ON(CC1=CC=CC=C1)CC1=CC=CC=C1)=O (N-Phenyl-3-[(N,N-dibenzylamino)oxy]pyrrolidine-2,5-dione). Yield: 56.4%. RXN SMILES: [CH2:1]([N:8]([CH2:10][C:11]1[CH:16]=[CH:15][CH:14]=[CH:13][CH:12]=1)[OH:9])[C:2]1[CH:7]=[CH:6][CH:5]=[CH:4][CH:3]=1.[C:17]1([N:23]2[C:27](=[O:28])[CH:26]=[CH:25][C:24]2=[O:29])[CH:22]=[CH:21][CH:20]=[CH:19][CH:18]=1>O1CCCC1>[C:17]1([N:23]2[C:27](=[O:28])[CH2:26][CH:25]([O:9][N:8]([CH2:1][C:2]3[CH:3]=[CH:4][CH:5]=[CH:6][CH:7]=3)[CH2:10][C:11]3[CH:16]=[CH:15][CH:14]=[CH:13][CH:12]=3)[C:24]2=[O:29])[CH:18]=[CH:19][CH:20]=[CH:21][CH:22]=1. Procedure: A suspension of 6.0 g (28 mmole) of N,N-dibenzylhydroxylamine and 4.87 g (28 mmole) of N-phenylmaleimide in 50 ml of dry tetrahydrofuran is heated at reflux for 40 hours. The solvent is removed in vacuo and the residue is recrystallized from toluene to give 6.1 g (56%) of a white solid, mp 91°-93° C.: Reactants: ClC=1C(N(S(C1C1=CC=CC=C1)(=O)=O)C)=O (4-chloro-2-methyl-5-phenylisothiazol-3(2H)-one 1,1-dioxide), FC(OC1=CC=C(N)C=C1)F (4-(difluoromethoxy)aniline), M−H+. Yields the product FC(OC1=CC=C(C=C1)NC=1C(N(S(C1C1=CC=CC=C1)(=O)=O)C)=O)F (4-{[4-(Difluoromethoxy)phenyl]amino}-2-methyl-5-phenylisothiazol-3(2H)-one 1,1-dioxide). As a reaction SMILES: Cl[C:2]1[C:3](=[O:16])[N:4]([CH3:15])[S:5](=[O:14])(=[O:13])[C:6]=1[C:7]1[CH:12]=[CH:11][CH:10]=[CH:9][CH:8]=1.[F:17][CH:18]([F:27])[O:19][C:20]1[CH:26]=[CH:25][C:23]([NH2:24])=[CH:22][CH:21]=1>>[F:17][CH:18]([F:27])[O:19][C:20]1[CH:21]=[CH:22][C:23]([NH:24][C:2]2[C:3](=[O:16])[N:4]([CH3:15])[S:5](=[O:14])(=[O:13])[C:6]=2[C:7]2[CH:12]=[CH:11][CH:10]=[CH:9][CH:8]=2)=[CH:25][CH:26]=1. Reported procedure: The title compound was prepared from 4-chloro-2-methyl-5-phenylisothiazol-3(2H)-one 1,1-dioxide and 4-(difluoromethoxy)aniline in a similar manner as described for Examples 9 and 13. 1H NMR (400 MHz, CDCl3): δ 3.28 (s, 3H), 6.15-6.52 (m, 1H), 6.66-6.77 (m, 4H), 7.11-7.27 (m, 5H); Mass Spectrum: M−H+ 379. The reactants are O=C(O)C1(c2ccc(F)cc2)CCCCC1, CCCC(=O)Nc1cccc(C2CCN(CCCN)CC2)c1. Yields the product CCCC(=O)Nc1cccc(C2CCN(CCCNC(=O)C3(c4ccc(F)cc4)CCCCC3)CC2)c1. As a reaction SMILES: [F:1][c:2]1[cH:3][cH:4][c:5]([C:8]2([C:14](=[O:15])[OH:16])[CH2:9][CH2:10][CH2:11][CH2:12][CH2:13]2)[cH:6][cH:7]1.[NH2:17][CH2:18][CH2:19][CH2:20][N:21]1[CH2:22][CH2:23][CH:24]([c:27]2[cH:28][c:29]([NH:33][C:34]([CH2:35][CH2:36][CH3:37])=[O:38])[cH:30][cH:31][cH:32]2)[CH2:25][CH2:26]1>>[F:1][c:2]1[cH:3][cH:4][c:5]([C:8]2([C:14](=[O:16])[NH:17][CH2:18][CH2:19][CH2:20][N:21]3[CH2:22][CH2:23][CH:24]([c:27]4[cH:28][c:29]([NH:33][C:34]([CH2:35][CH2:36][CH3:37])=[O:38])[cH:30][cH:31][cH:32]4)[CH2:25][CH2:26]3)[CH2:9][CH2:10][CH2:11][CH2:12][CH2:13]2)[cH:6][cH:7]1.